From a dataset of the Open Reaction Database (ORD), a public repository of structured organic reaction records. describe an organic reaction: reactants, conditions, products, and yield Starting materials: C1CCOC1, Cn1ccnc1, CC(C)=O, Cl. The product is Cn1ccnc1C(C)(C)O. RXN SMILES: [CH2:12]1[O:13][CH2:14][CH2:15][CH2:16]1.[CH3:1][n:2]1[cH:3][n:4][cH:5][cH:6]1.[CH3:7][C:8]([CH3:9])=[O:10].[ClH:11]>>[CH3:1][n:2]1[c:3]([C:8]([CH3:7])([CH3:9])[OH:10])[n:4][cH:5][cH:6]1. The reactants are F[B-](F)(F)F, C1CCOC1, CNc1nc(N2CCC(C(F)(F)F)CC2)c(C(=O)O)cc1[N+](=O)[O-], NC1CCC(C(F)(F)F)CC1, CN(C)C=O, O, CN(C)C(On1nnc2ccccc21)=[N+](C)C. Yields the product CNc1nc(N2CCC(C(F)(F)F)CC2)c(C(=O)NC2CCC(C(F)(F)F)CC2)cc1[N+](=O)[O-]. RXN SMILES: [B-:25]([F:26])([F:27])([F:28])[F:29].[CH2:47]1[O:48][CH2:49][CH2:50][CH2:51]1.[CH3:1][NH:2][c:3]1[n:4][c:5]([N:15]2[CH2:16][CH2:17][CH:18]([C:21]([F:22])([F:23])[F:24])[CH2:19][CH2:20]2)[c:6]([C:7](=[O:8])[OH:9])[cH:10][c:11]1[N+:12](=[O:13])[O-:14].[F:52][C:53]([CH:54]1[CH2:55][CH2:56][CH:57]([NH2:60])[CH2:58][CH2:59]1)([F:61])[F:62].[O:64]=[CH:65][N:66]([CH3:67])[CH3:68].[OH2:63].[n:30]1([O:31][C:32]([N:33]([CH3:34])[CH3:35])=[N+:36]([CH3:37])[CH3:38])[c:39]2[cH:40][cH:41][cH:42][cH:43][c:44]2[n:45][n:46]1>>[CH3:1][NH:2][c:3]1[n:4][c:5]([N:15]2[CH2:16][CH2:17][CH:18]([C:21]([F:22])([F:23])[F:24])[CH2:19][CH2:20]2)[c:6]([C:7](=[O:9])[NH:60][CH:57]2[CH2:56][CH2:55][CH:54]([C:53]([F:52])([F:61])[F:62])[CH2:59][CH2:58]2)[cH:10][c:11]1[N+:12](=[O:13])[O-:14]. Reactants: CCCC[N+](CCCC)(CCCC)CCCC, [Cl-], CN1CCc2[nH]c3ccc(Cl)cc3c2C1, C=Cc1cncc(C(F)(F)F)c1, [Na+], [OH-], O. The product is CN1CCc2c(c3cc(Cl)ccc3n2CCc2cncc(C(F)(F)F)c2)C1. RXN SMILES: [CH2:30]([N+:31]([CH2:32][CH2:33][CH2:34][CH3:35])([CH2:36][CH2:37][CH2:38][CH3:39])[CH2:40][CH2:41][CH2:42][CH3:43])[CH2:44][CH2:45][CH3:46].[Cl-:29].[Cl:1][c:2]1[cH:3][c:4]2[c:5]3[c:6]([nH:7][c:8]2[cH:9][cH:10]1)[CH2:11][CH2:12][N:13]([CH3:15])[CH2:14]3.[F:16][C:17]([c:18]1[cH:19][n:20][cH:21][c:22]([CH:24]=[CH2:25])[cH:23]1)([F:26])[F:27].[Na+:48].[OH-:47].[OH2:28]>>[Cl:1][c:2]1[cH:3][c:4]2[c:5]3[c:6]([n:7]([CH2:25][CH2:24][c:22]4[cH:21][n:20][cH:19][c:18]([C:17]([F:16])([F:26])[F:27])[cH:23]4)[c:8]2[cH:9][cH:10]1)[CH2:11][CH2:12][N:13]([CH3:15])[CH2:14]3. The product is NC1=N[C@](C(C(N1C)=O)(C)C)(C)C1=C(C=CC(=C1)NC(C)C=1SC(=C(N1)C)C)F ((S)-2-Amino-6-{5-[1-(4,5-dimethyl-thiazol-2-yl)-ethylamino]-2-fluoro-phenyl}-3,5,5,6-tetramethyl-5,6-dihydro-3H-pyrimidin-4-one). Reported procedure: The reductive amination of (S)-2-amino-6-(5-amino-2-fluoro-phenyl)-3,5,5,6-tetramethyl-5,6-dihydro-3H-pyrimidin-4-one (intermediate J) and 1-(4,5-dimethyl-thiazol-2-yl)-ethanone with zinc-modified cyanoborohydride yielded a mixture of epimers of the title compound as a colorless solid. MS (ESI): m/z=418.4 [M+H]+. Reaction SMILES: [NH2:1][C:2]1[N:7]([CH3:8])[C:6](=[O:9])[C:5]([CH3:11])([CH3:10])[C@:4]([C:13]2[CH:18]=[C:17]([NH2:19])[CH:16]=[CH:15][C:14]=2[F:20])([CH3:12])[N:3]=1.[CH3:21][C:22]1[N:23]=[C:24]([C:28](=O)[CH3:29])[S:25][C:26]=1[CH3:27].C([BH3-])#N>[Zn]>[NH2:1][C:2]1[N:7]([CH3:8])[C:6](=[O:9])[C:5]([CH3:10])([CH3:11])[C@:4]([C:13]2[CH:18]=[C:17]([NH:19][CH:28]([C:24]3[S:25][C:26]([CH3:27])=[C:22]([CH3:21])[N:23]=3)[CH3:29])[CH:16]=[CH:15][C:14]=2[F:20])([CH3:12])[N:3]=1. The reactants are NC1=N[C@](C(C(N1C)=O)(C)C)(C)C1=C(C=CC(=C1)N)F ((S)-2-amino-6-(5-amino-2-fluoro-phenyl)-3,5,5,6-tetramethyl-5,6-dihydro-3H-pyrimidin-4-one), C(#N)[BH3-] (cyanoborohydride), NC1=N[C@](C(C(N1C)=O)(C)C)(C)C1=C(C=CC(=C1)N)F ((S)-2-amino-6-(5-amino-2-fluoro-phenyl)-3,5,5,6-tetramethyl-5,6-dihydro-3H-pyrimidin-4-one), CC=1N=C(SC1C)C(C)=O (1-(4,5-dimethyl-thiazol-2-yl)-ethanone). The reagents and catalysts are [Zn] (zinc).